This data is from the Open Reaction Database (ORD), a public repository of structured organic reaction records. The task is: describe an organic reaction: reactants, conditions, products, and yield Starting materials: O=CO, OO, C1=Cc2cccc(-c3ccccc3)c2C1. Product: O=C1Cc2cccc(-c3ccccc3)c2C1. RXN SMILES: [CH:18]([OH:19])=[O:20].[OH:1][OH:2].[c:3]1(-[c:9]2[cH:10][cH:11][cH:12][c:13]3[c:17]2[CH2:16][CH:15]=[CH:14]3)[cH:4][cH:5][cH:6][cH:7][cH:8]1>>[O:1]=[C:15]1[CH2:14][c:13]2[cH:12][cH:11][cH:10][c:9](-[c:3]3[cH:4][cH:5][cH:6][cH:7][cH:8]3)[c:17]2[CH2:16]1. Starting materials: N#Cc1cccc(NC(=O)Nc2ccc(S(=O)(=O)Nc3ccc(S(N)(=O)=O)cc3)cc2)c1, CCN(C(C)C)C(C)C, COC(=O)N1CCNCC1. Yields the product COC(=O)N1CCN(C(=N)c2cccc(NC(=O)Nc3ccc(S(=O)(=O)Nc4ccc(S(N)(=O)=O)cc4)cc3)c2)CC1. RXN SMILES: [C:1](#[N:2])[c:3]1[cH:4][c:5]([NH:9][C:10]([NH:11][c:12]2[cH:13][cH:14][c:15]([S:18](=[O:19])(=[O:20])[NH:21][c:22]3[cH:23][cH:24][c:25]([S:28]([NH2:29])(=[O:30])=[O:31])[cH:26][cH:27]3)[cH:16][cH:17]2)=[O:32])[cH:6][cH:7][cH:8]1.[CH:43]([N:44]([CH2:45][CH3:46])[CH:47]([CH3:48])[CH3:49])([CH3:50])[CH3:51].[N:33]1([C:39](=[O:40])[O:41][CH3:42])[CH2:34][CH2:35][NH:36][CH2:37][CH2:38]1>>[C:1](=[NH:2])([c:3]1[cH:4][c:5]([NH:9][C:10]([NH:11][c:12]2[cH:13][cH:14][c:15]([S:18](=[O:19])(=[O:20])[NH:21][c:22]3[cH:23][cH:24][c:25]([S:28]([NH2:29])(=[O:30])=[O:31])[cH:26][cH:27]3)[cH:16][cH:17]2)=[O:32])[cH:6][cH:7][cH:8]1)[N:36]1[CH2:35][CH2:34][N:33]([C:39](=[O:40])[O:41][CH3:42])[CH2:38][CH2:37]1. Starting materials: [I-].FC1=CC=2C=CC3=[N+](C2C=C1)C=C1N3C=3C=CC(=CC3C=C1)C(C)C (3-fluoro-10-(1-methylethyl)imidazo[1,2-a:3,4-a']diquinolin-15-ium iodide), CC1CCNCC1 (4-methylpiperidine). Solvent: CN(C=O)C (dimethylformamide). Product: [I-].CC(C)C1=CC=2C=CC=3N(C2C=C1)C1=[N+](C=2C=CC(=CC2C=C1)N1CCC(CC1)C)C3 (10-(1-Methylethyl)-3-(4-methyl-1-piperidinyl)imidazo[1,2-a:3,4-a']diquinolin-15-ium Iodide). Reaction SMILES: [I-:1].F[C:3]1[CH:12]=[CH:11][C:10]2[N+:9]3[CH:13]=[C:14]4[CH:23]=[CH:22][C:21]5[CH:20]=[C:19]([CH:24]([CH3:26])[CH3:25])[CH:18]=[CH:17][C:16]=5[N:15]4[C:8]=3[CH:7]=[CH:6][C:5]=2[CH:4]=1.[CH3:27][CH:28]1[CH2:33][CH2:32][NH:31][CH2:30][CH2:29]1>CN(C)C=O>[I-:1].[CH3:25][CH:24]([C:19]1[CH:18]=[CH:17][C:16]2[N:15]3[C:8]4[CH:7]=[CH:6][C:5]5[CH:4]=[C:3]([N:31]6[CH2:32][CH2:33][CH:28]([CH3:27])[CH2:29][CH2:30]6)[CH:12]=[CH:11][C:10]=5[N+:9]=4[CH:13]=[C:14]3[CH:23]=[CH:22][C:21]=2[CH:20]=1)[CH3:26] |f:0.1,4.5|. Reported procedure: A mixture of 4.7 g. of 3-fluoro-10-(1-methylethyl)imidazo[1,2-a:3,4-a']diquinolin-15-ium iodide, 20 ml. of dimethylformamide and 4.0 ml. of 4-methylpiperidine is stirred and heated at reflux for 1 hour, then evaporated at reduced pressure. The residue is stirred with 75 ml. of ethyl acetate and the resulting precipitate is collected by filtration. The solid is stirred with 150 ml. of 1% aqueous triethylamine hydroiodide, collected by filtration, washed with water and dried. This product is 10-(1...